Dataset: the Open Reaction Database (ORD), a public repository of structured organic reaction records. Task: describe an organic reaction: reactants, conditions, products, and yield The reactants are ClP1(=NP(=NP(=N1)(Cl)Cl)(Cl)Cl)Cl (hexachlorocyclotriphosphazene), ClP1(=NP(=NP(=N1)(Cl)Cl)(Cl)Cl)Cl (hexachlorocyclotriphosphazene), [O-]C1=CC=CC=C1.[Na+] (sodium phenoxide). Yields the product ClP1(=NP(=NP(=N1)(OC1=CC=CC=C1)Cl)(OC1=CC=CC=C1)Cl)OC1=CC=CC=C1 (trischlorotrisphenoxycyclotriphosphazene). RXN SMILES: [Cl:1][P:2]1(Cl)[N:7]=[P:6](Cl)([Cl:8])[N:5]=[P:4]([Cl:11])(Cl)[N:3]=1.[O-:13][C:14]1[CH:19]=[CH:18][CH:17]=[CH:16][CH:15]=1.[Na+]>>[Cl:1][P:2]1([O:13][C:14]2[CH:19]=[CH:18][CH:17]=[CH:16][CH:15]=2)[N:7]=[P:6]([Cl:8])([O:13][C:14]2[CH:19]=[CH:18][CH:17]=[CH:16][CH:15]=2)[N:5]=[P:4]([Cl:11])([O:13][C:14]2[CH:19]=[CH:18][CH:17]=[CH:16][CH:15]=2)[N:3]=1 |f:1.2|. Reported procedure: Examples 8 to 12 below illustrate embodiments of the invention in which hexachlorocyclotriphosphazene (compound 1) is reacted first with sodium phenoxide to produce an intermediate (trischlorotrisphenoxycyclotriphosphazene), 19 which is then reacted without separation with sodium 4-nitrophenoxide to afford tris(4-nitrophenoxy)tris(phenoxy)cyclotriphosphazene 20. The nitro groups of 20 are reduced to afford the corresponding tris amino compound 21 which is then used according to Scheme I or Schem... The reactants are C([O-])(O)=O.[Na+] (sodium bicarbonate), N[C@H]([C@H](CN1C(CCC1)=O)O)CC1CCCCC1 (1-[(2S,3S)-3-amino-4-cyclohexyl-2-hydroxybutyl]-2-pyrrolidinone), C(C)(C)(C)OC(=O)N1C=C(C[C@H](NC([C@H](CC2=CC=CC=C2)CC(C(C)(C)C)=O)=O)C(=O)O)N=C1 (1-(t-butoxycarbonyl)-N-[(R)-α-(3,3-dimethyl-2-oxobutyl)hydrocinnamoyl]-L-histidine), C(C)(C)N(C(C)C)CC (N,N-diisopropylethylamine), C(#N)P(OCC)(OCC)=O (diethyl cyanophosphonate). The solvent is C(Cl)Cl (methylene chloride). Conditions: time 19 hour. The product is C1(CCCCC1)C[C@@H]([C@H](CN1C(CCC1)=O)O)NC([C@H](CC=1N(C=NC1)C(=O)OC(C)(C)C)NC([C@H](CC1=CC=CC=C1)CC(C(C)(C)C)=O)=O)=O ((S)-N-[(1S,2S)-1-(cyclohexylmethyl)-2-hydroxy-3-(2-oxo-1-pyrrolidinyl)propyl]-α-[(R)-α-(3,3-dimethyl-2-oxobutyl)hydrocinnamamido]-3-t-butoxycarbonylimidazole-4propionamide). The yield is 96.0%. As a reaction SMILES: [NH2:1][C@@H:2]([CH2:12][CH:13]1[CH2:18][CH2:17][CH2:16][CH2:15][CH2:14]1)[C@@H:3]([OH:11])[CH2:4][N:5]1[CH2:9][CH2:8][CH2:7][C:6]1=[O:10].C(OC([N:26]1[CH:53]=[N:52][C:28]([CH2:29][C@@H:30]([C:49]([OH:51])=O)[NH:31][C:32](=[O:48])[C@@H:33]([CH2:41][C:42](=[O:47])[C:43]([CH3:46])([CH3:45])[CH3:44])[CH2:34][C:35]2[CH:40]=[CH:39][CH:38]=[CH:37][CH:36]=2)=[CH:27]1)=O)(C)(C)C.C(N(CC)[CH:58]([CH3:60])[CH3:59])(C)C.[C:63](P(=O)(OCC)OCC)#N.[C:73](=[O:76])(O)[O-:74].[Na+]>C(Cl)Cl>[CH:13]1([CH2:12][C@H:2]([NH:1][C:49](=[O:51])[C@@H:30]([NH:31][C:32](=[O:48])[C@@H:33]([CH2:41][C:42](=[O:47])[C:43]([CH3:45])([CH3:44])[CH3:46])[CH2:34][C:35]2[CH:36]=[CH:37][CH:38]=[CH:39][CH:40]=2)[CH2:29][C:28]2[N:52]([C:73]([O:74][C:58]([CH3:60])([CH3:63])[CH3:59])=[O:76])[CH:53]=[N:26][CH:27]=2)[C@@H:3]([OH:11])[CH2:4][N:5]2[CH2:9][CH2:8][CH2:7][C:6]2=[O:10])[CH2:18][CH2:17][CH2:16][CH2:15][CH2:14]1 |f:4.5|. Reported procedure: 220 mg (0.865 mmol) of 1-[(2S,3S)-3-amino-4-cyclohexyl-2-hydroxybutyl]-2-pyrrolidinone and 300 mg (0.618 mmol) of 1-(t-butoxycarbonyl)-N-[(R)-α-(3,3-dimethyl-2-oxobutyl)hydrocinnamoyl]-L-histidine were dissolved in 5 ml of methylene chloride, cooled to -20° and treated with 0.16 ml of N,N-diisopropylethylamine and 0.12 ml of diethyl cyanophosphonate. Thereupon, the reaction mixture was stirred at room temperature for 19 hours and subsequently poured into a mixture of ice and dilute sodium bicarb... The reactants are C/C=C(\C)/C=C/C=C(C)C (allo-ocimene), C(=O)C=C (acrolein), CC(C)(C)C1=C(C=CC(=C1)O)OC.CC(C)(C)C1=C(C=CC(=C1)OC)O (embanox). Product: CC1=CC(C(CC1C)C=O)C=C(C)C (1,6-dimethyl-3-isobutenyl-4-formyl cyclohexene). Isolated yield 70.0%. Reaction SMILES: [CH3:1]/[CH:2]=[C:3](/[CH:5]=[CH:6]/[CH:7]=[C:8]([CH3:10])[CH3:9])\[CH3:4].[CH:11]([CH:13]=C)=[O:12].[CH3:15]C(C1C=C(O)C=CC=1OC)(C)C.CC(C1C=C(OC)C=CC=1O)(C)C>>[CH3:4][C:3]1[CH:2]([CH3:15])[CH2:1][CH:13]([CH:11]=[O:12])[CH:6]([CH:7]=[C:8]([CH3:10])[CH3:9])[CH:5]=1 |f:2.3|. Reported procedure: 554 g of allo-ocimene (85% 4E, 6Z; 15% 4E, 6E) and 224 g of acrolein were placed in a stainless steel vessel which is equipped to withstand a high internal pressure at elevated temperatures. 1 gm of embanox, a polymerisation inhibitor, was added. The air in the vessel was displaced with nitrogen and the vessel was closed. The temperature was raised to 165°-170° C. and maintained in the range for 6 hours. The maximum pressure recorded was 150 psi. The reaction mixture was then distilled and a mix... The reactants are ClC=1N=C(C2=C(N1)C=C(S2)CNC)N2CCOCC2 ((2-Chloro-4-morpholin-4-yl-thieno[3,2-d]pyrimidin-6-ylmethyl)methylamine), COCCN1CCC(CC1)=O (1-(2-methoxy-ethyl)piperidin-4-one). Isolated yield 32.0%. RXN SMILES: [Cl:1][C:2]1[N:3]=[C:4]([N:14]2[CH2:19][CH2:18][O:17][CH2:16][CH2:15]2)[C:5]2[S:10][C:9]([CH2:11][NH:12][CH3:13])=[CH:8][C:6]=2[N:7]=1.[CH3:20][O:21][CH2:22][CH2:23][N:24]1[CH2:29][CH2:28][C:27](=O)[CH2:26][CH2:25]1>>[Cl:1][C:2]1[N:3]=[C:4]([N:14]2[CH2:19][CH2:18][O:17][CH2:16][CH2:15]2)[C:5]2[S:10][C:9]([CH2:11][N:12]([CH:27]3[CH2:28][CH2:29][N:24]([CH2:23][CH2:22][O:21][CH3:20])[CH2:25][CH2:26]3)[CH3:13])=[CH:8][C:6]=2[N:7]=1. Yields the product ClC=1N=C(C2=C(N1)C=C(S2)CN(C)C2CCN(CC2)CCOC)N2CCOCC2 ((2-chloro-4-morpholin-4-yl-thieno[3,2-d]pyrimidin-6-ylmethyl)-[1-(2-methoxy-ethyl)-piperidin-4-yl]-methyl-amine), solid. Procedure: (2-Chloro-4-morpholin-4-yl-thieno[3,2-d]pyrimidin-6-ylmethyl)methylamine was reacted with 1-(2-methoxy-ethyl)piperidin-4-one using standard reductive amination conditions. The resulting crude solid was triturated with diethyl ether and methanol to give (2-chloro-4-morpholin-4-yl-thieno[3,2-d]pyrimidin-6-ylmethyl)-[1-(2-methoxy-ethyl)-piperidin-4-yl]-methyl-amine as an off white solid (32% yield), which was reacted with 5-(4,4,5,5-tetramethyl-[1,3,2]dioxaborolan-2-yl)-pyrimidin-2-ylamine accordin... The reactants are FCCBr, O=C([O-])[O-], CCOC(=O)c1c[nH]c2cc(F)c(F)cc2c1=O, CN(C)C=O, [K+], [K+], O. Product: CCOC(=O)c1cn(CCF)c2cc(F)c(F)cc2c1=O. As a reaction SMILES: [Br:19][CH2:20][CH2:21][F:22].[C:23](=[O:24])([O-:25])[O-:26].[CH2:1]([CH3:2])[O:3][C:4](=[O:5])[c:6]1[cH:7][nH:8][c:9]2[cH:10][c:11]([F:18])[c:12]([F:17])[cH:13][c:14]2[c:15]1=[O:16].[CH3:30][N:31]([CH3:32])[CH:33]=[O:34].[K+:27].[K+:28].[OH2:29]>>[CH2:1]([CH3:2])[O:3][C:4](=[O:5])[c:6]1[cH:7][n:8]([CH2:20][CH2:21][F:22])[c:9]2[cH:10][c:11]([F:18])[c:12]([F:17])[cH:13][c:14]2[c:15]1=[O:16]. Starting materials: C(=O)=O (CO2), C(=O)=O (carbon dioxide), 211, ClC1=CC=C(C=C1)S(=O)(=O)Cl (p-chlorobenzenesulfonyl chloride), NNC(=O)NN (carbohydrazide), C([O-])(O)=O.[Na+] (sodium bicarbonate). The solvent is C(C)O (ethanol). Yields the product ClC1=CC=C(C=C1)S(=O)(=O)NNC(=O)NN (p-chlorobenzenesulfonyl carbohydrazide). As a reaction SMILES: [Cl:1][C:2]1[CH:7]=[CH:6][C:5]([S:8](Cl)(=[O:10])=[O:9])=[CH:4][CH:3]=1.[NH2:12][NH:13][C:14]([NH:16][NH2:17])=[O:15].C(=O)(O)[O-].[Na+].C(=O)=O>C(O)C>[Cl:1][C:2]1[CH:7]=[CH:6][C:5]([S:8]([NH:12][NH:13][C:14]([NH:16][NH2:17])=[O:15])(=[O:10])=[O:9])=[CH:4][CH:3]=1 |f:2.3|. Procedure details: 211 (1.0 mole) p-chlorobenzenesulfonyl chloride was added to a suspension of 45 g (0.5 mole) carbohydrazide and 100 g sodium bicarbonate in 1000 ml ethanol in a 3 liter reaction flask. The mixture was stirred and heated gradually to gentle reflux (80° C) as carbon dioxide was evolved. Heating was continued until CO2 no longer evolved (3hours). The mix was cooled to 20 C and filtered. The mixture of product and sodium chloride was dried at 60° C. Yield = 227 g. The solid mixture was suspended in ...